Dataset: the Open Reaction Database (ORD), a public repository of structured organic reaction records. Task: describe an organic reaction: reactants, conditions, products, and yield Reactants: COC(=O)[C@@H]1CN(C[C@@H]1C1=CC(=C(C=C1)Cl)Cl)CC1=CC=CC=C1 ((3S,4S)-1-Benzyl-4-(3,4-dichloro-phenyl)-pyrrolidine-3-carboxylic acid methyl ester), C[O-].[Na+] (NaOMe). The solvent is CO (methanol). Yields the product COC(=O)[C@H]1CN(C[C@@H]1C1=CC(=C(C=C1)Cl)Cl)CC1=CC=CC=C1 ((3R,4S)-1-Benzyl-4-(3,4-dichloro-phenyl)-pyrrolidine-3-carboxylic acid methyl ester). The yield is 82.1%. Reaction SMILES: [CH3:1][O:2][C:3]([C@H:5]1[C@@H:9]([C:10]2[CH:15]=[CH:14][C:13]([Cl:16])=[C:12]([Cl:17])[CH:11]=2)[CH2:8][N:7]([CH2:18][C:19]2[CH:24]=[CH:23][CH:22]=[CH:21][CH:20]=2)[CH2:6]1)=[O:4].C[O-].[Na+]>CO>[CH3:1][O:2][C:3]([C@@H:5]1[C@@H:9]([C:10]2[CH:15]=[CH:14][C:13]([Cl:16])=[C:12]([Cl:17])[CH:11]=2)[CH2:8][N:7]([CH2:18][C:19]2[CH:20]=[CH:21][CH:22]=[CH:23][CH:24]=2)[CH2:6]1)=[O:4] |f:1.2|. Procedure: (3S,4S)-1-Benzyl-4-(3,4-dichloro-phenyl)-pyrrolidine-3-carboxylic acid methyl ester (37.5 g, 0.107 mol) were dissolved in methanol (300 mL) and treated with NaOMe (30% in methanol, 2.97 mL, 0.016 mol) for 24 h at ambient temperature. The volatiles were removed and the residue was subjected to column chromatography (silica gel, heptane/ethyl acetate 9:1) to yield the title compound (32.0 g, 82%) as a colorless oil. ES-MS m/e: 365.3 (M+H+). Starting materials: C1(=CC=CC=C1)[Mg]Br (phenyl magnesium bromide), ClC(Cl)[SiH2]CCl (dichloromethyl chloromethyl silane). The product is C[Si](CCl)(C1=CC=CC=C1)C1=CC=CC=C1 (methyl diphenylchloromethyl silane). RXN SMILES: [C:1]1([Mg]Br)[CH:6]=[CH:5][CH:4]=[CH:3][CH:2]=1.Cl[CH:10]([SiH2:12][CH2:13][Cl:14])Cl>>[CH3:10][Si:12]([C:1]1[CH:6]=[CH:5][CH:4]=[CH:3][CH:2]=1)([C:1]1[CH:6]=[CH:5][CH:4]=[CH:3][CH:2]=1)[CH2:13][Cl:14]. Procedure details: When R5 and R7 are both phenyl, about two molar equivalents of phenyl magnesium bromide is reacted with about one molar equivalent of dichloromethyl chloromethyl silane to give methyl diphenylchloromethyl silane. The reactants are O=C(O)Cc1c[nH]c2ccc(Br)cc12, C[Si](C)(C)C=[N+]=[N-], CO, CCOCC. Yields the product COC(=O)Cc1c[nH]c2ccc(Br)cc12. As a reaction SMILES: [Br:1][c:2]1[cH:3][c:4]2[c:5]([CH2:11][C:12](=[O:13])[OH:14])[cH:6][nH:7][c:8]2[cH:9][cH:10]1.[CH3:15][Si:16]([CH:17]=[N+:18]=[N-:19])([CH3:20])[CH3:21].[CH3:22][OH:23].[CH3:24][CH2:25][O:26][CH2:27][CH3:28]>>[Br:1][c:2]1[cH:3][c:4]2[c:5]([CH2:11][C:12](=[O:13])[O:14][CH3:15])[cH:6][nH:7][c:8]2[cH:9][cH:10]1. The reactants are C(C1=CC=CC=C1)ON1[C@@H]2CC[C@H](N(C1=O)C2)C(=O)NN2C(CCCC2)=O ((2S,5R)-6-(benzyloxy)-7-oxo-N-(2-oxopiperidin-1-yl)-1,6-diazabicyclo[3.2.1]octane-2-carboxamide). The reagents and catalysts are [Pd] (Pd/C). Run in CO (MeOH). Reaction conditions: time 2 hour. Product: ON1[C@@H]2CC[C@H](N(C1=O)C2)C(=O)NN2C(CCCC2)=O ((2S,5R)-6-hydroxy-7-oxo-N-(2-oxopiperidin-1-yl)-1,6-diazabicyclo[3.2.1]octane-2-carboxamide). The yield is 88.6%. Reaction SMILES: C([O:8][N:9]1[C:15](=[O:16])[N:14]2[CH2:17][C@H:10]1[CH2:11][CH2:12][C@H:13]2[C:18]([NH:20][N:21]1[CH2:26][CH2:25][CH2:24][CH2:23][C:22]1=[O:27])=[O:19])C1C=CC=CC=1>CO.[Pd]>[OH:8][N:9]1[C:15](=[O:16])[N:14]2[CH2:17][C@H:10]1[CH2:11][CH2:12][C@H:13]2[C:18]([NH:20][N:21]1[CH2:26][CH2:25][CH2:24][CH2:23][C:22]1=[O:27])=[O:19]. Reported procedure: To a solution of compound 257 (55 mg, 0.148 mmol) in 10 mL of MeOH was added 100 mg of Pd/C (10%, wet). The mixture was hydrogenated at room temperature for 2 h. The catalyst was removed by filtration through Celite pad. The filtrate was concentrated to afford compound 258 as a colorless gum (37 mg, 88%). Starting materials: COC1=C2CCC(CC2=CC=C1)CO ((5-methoxy-1,2,3,4-tetrahydro-2-naphthyl)methanol), C1(=CC=C(C=C1)S(=O)(=O)Cl)C (p-toluenesulfonyl chloride). The solvent is N1=CC=CC=C1 (pyridine). Conditions: time 1 day. The product is C1(=CC=C(C=C1)S(=O)(=O)OCC1CC2=CC=CC(=C2CC1)OC)C ((5-methoxy-1,2,3,4-tetrahydro-2-naphthyi)methyl p-toluenesulfonate). Yield: 94.3%. As a reaction SMILES: [CH3:1][O:2][C:3]1[CH:12]=[CH:11][CH:10]=[C:9]2[C:4]=1[CH2:5][CH2:6][CH:7]([CH2:13][OH:14])[CH2:8]2.[C:15]1([CH3:25])[CH:20]=[CH:19][C:18]([S:21](Cl)(=[O:23])=[O:22])=[CH:17][CH:16]=1>N1C=CC=CC=1>[C:15]1([CH3:25])[CH:20]=[CH:19][C:18]([S:21]([O:14][CH2:13][CH:7]2[CH2:6][CH2:5][C:4]3[C:9](=[CH:10][CH:11]=[CH:12][C:3]=3[O:2][CH3:1])[CH2:8]2)(=[O:23])=[O:22])=[CH:17][CH:16]=1. Procedure details: To a solution of (5-methoxy-1,2,3,4-tetrahydro-2-naphthyl)methanol (1.00 g) in dry pyridine (10 ml) was added p-toluenesulfonyl chloride (1.15 g) under ice bath cooling. The mixture was stirred for 1 day at room temperature and partitioned between ethyl acetate and water. The organic layer was separated, washed with water (twice), 1N hydrochloric acid and brine, dried over magnesium sulfate, and evaporated in vacuo. The residue was purified by silica gel column chromatography (n-hexane:ethyl ace... Reactants: Cc1ccc(-c2cc(CCC=O)nn2C(C)(C)C)cc1, CCN(C(C)C)C(C)C, Fc1ccc(C(c2ccc(F)cc2)N2CCNCC2)cc1. Product: Cc1ccc(-c2cc(CCCN3CCN(C(c4ccc(F)cc4)c4ccc(F)cc4)CC3)nn2C(C)(C)C)cc1. As a reaction SMILES: [C:1]([CH3:2])([CH3:3])([CH3:4])[n:5]1[n:6][c:7]([CH2:17][CH2:18][CH:19]=[O:20])[cH:8][c:9]1-[c:10]1[cH:11][cH:12][c:13]([CH3:16])[cH:14][cH:15]1.[CH:42]([N:43]([CH2:44][CH3:45])[CH:46]([CH3:47])[CH3:48])([CH3:49])[CH3:50].[F:21][c:22]1[cH:23][cH:24][c:25]([CH:28]([N:29]2[CH2:30][CH2:31][NH:32][CH2:33][CH2:34]2)[c:35]2[cH:36][cH:37][c:38]([F:41])[cH:39][cH:40]2)[cH:26][cH:27]1>>[C:1]([CH3:2])([CH3:3])([CH3:4])[n:5]1[n:6][c:7]([CH2:17][CH2:18][CH2:19][N:32]2[CH2:31][CH2:30][N:29]([CH:28]([c:25]3[cH:24][cH:23][c:22]([F:21])[cH:27][cH:26]3)[c:35]3[cH:36][cH:37][c:38]([F:41])[cH:39][cH:40]3)[CH2:34][CH2:33]2)[cH:8][c:9]1-[c:10]1[cH:11][cH:12][c:13]([CH3:16])[cH:14][cH:15]1. Starting materials: FC1=C(C(=C(C(=C1OC(=O)C=1C=C2C(C(NC2=CC1)=O)=NNC1=CC=C(C=C1)S(N)(=O)=O)F)F)F)F (2-oxo-3[(4-sulfamoyl-phenyl)-hydrazono]-2,3-dihydro-1H-indole-5-carboxylic acid pentafluorophenyl ester), C(C)N (ethylamine). Yields the product N1(CCOCC1)CCNC(=O)C=1C=C2C(C(NC2=CC1)=O)=NNC1=CC=C(C=C1)S(N)(=O)=O (2-Oxo-3[(4-sulfamoyl-phenyl)-hydrazono]-2,3-dihydro-1H-indole-5-carboxylic acid (2-morpholin-4yl-ethyl)-amide). As a reaction SMILES: FC1C(O[C:9]([C:11]2[CH:12]=[C:13]3[C:17](=[CH:18][CH:19]=2)[NH:16][C:15](=[O:20])[C:14]3=[N:21][NH:22][C:23]2[CH:28]=[CH:27][C:26]([S:29](=[O:32])(=[O:31])[NH2:30])=[CH:25][CH:24]=2)=[O:10])=C(F)C(F)=C(F)C=1F.[CH2:37]([NH2:39])[CH3:38]>>[N:39]1([CH2:14][CH2:15][NH:16][C:9]([C:11]2[CH:12]=[C:13]3[C:17](=[CH:18][CH:19]=2)[NH:16][C:15](=[O:20])[C:14]3=[N:21][NH:22][C:23]2[CH:24]=[CH:25][C:26]([S:29](=[O:32])(=[O:31])[NH2:30])=[CH:27][CH:28]=2)=[O:10])[CH2:11][CH2:9][O:10][CH2:38][CH2:37]1. Procedure: The title compound was prepared from 2-oxo-3[(4-sulfamoyl-phenyl)-hydrazono]-2,3-dihydro-1H-indole-5-carboxylic acid pentafluorophenyl ester and 2-N-morpholino)ethylamine according to Procedure K: mp210-212° C.; Anal. Calcd for C21H24N6O5S.1/4H2O: C, 52.88; H, 5.18; N, 17.62. Found: C, 52.91; H, 5.24; N, 17.35. Starting materials: [Al+3], COc1ccc2c(c1OC)CC(c1ccccc1)CC2=O, C[Si](C)(C)C#N, Cc1ccccc1, [Cl-], [Cl-], [Cl-], O=C(O)C(F)(F)F, Cc1ccccc1S(=O)(=O)O. The product is COc1ccc2c(c1OC)CC(c1ccccc1)C=C2C#N. RXN SMILES: [Al+3:29].[CH3:1][O:2][c:3]1[c:4]2[c:9]([cH:10][cH:11][c:12]1[O:13][CH3:14])[C:8](=[O:15])[CH2:7][CH:6]([c:16]1[cH:17][cH:18][cH:19][cH:20][cH:21]1)[CH2:5]2.[CH3:22][Si:23]([CH3:24])([CH3:25])[C:26]#[N:27].[CH3:50][c:51]1[cH:52][cH:53][cH:54][cH:55][cH:56]1.[Cl-:28].[Cl-:30].[Cl-:31].[OH:32][C:33]([C:34]([F:35])([F:36])[F:37])=[O:38].[c:39]1([CH3:40])[c:41]([S:42]([OH:43])(=[O:44])=[O:45])[cH:46][cH:47][cH:48][cH:49]1>>[CH3:1][O:2][c:3]1[c:4]2[c:9]([cH:10][cH:11][c:12]1[O:13][CH3:14])[C:8]([C:26]#[N:27])=[CH:7][CH:6]([c:16]1[cH:17][cH:18][cH:19][cH:20][cH:21]1)[CH2:5]2. The reactants are N1CC=C(CC1)C1=CC=C(C=C1)N1C(O[C@H](C1)CNC(C)=O)=O (N-((5S)-3-(4-(1,2,5,6-tetrahydropyrid-4-yl)phenyl)-2-oxooxazolidin-5-ylmethyl)acetamide), OC(C(=O)O)CCCCCCCC (2-hydroxydecanoic acid). Yields the product OC(C(=O)N1CC=C(CC1)C1=CC=C(C=C1)N1C(O[C@H](C1)CNC(C)=O)=O)CCCCCCCC (N-((5S)-3-(4-(1-{2-Hydroxy-decanoyl}-1,2,5,6-tetrahydropyrid-4-yl)phenyl)-2-oxooxazolidin-5-ylmethyl)acetamide). Reaction SMILES: [NH:1]1[CH2:6][CH2:5][C:4]([C:7]2[CH:12]=[CH:11][C:10]([N:13]3[CH2:17][C@H:16]([CH2:18][NH:19][C:20](=[O:22])[CH3:21])[O:15][C:14]3=[O:23])=[CH:9][CH:8]=2)=[CH:3][CH2:2]1.[OH:24][CH:25]([CH2:29][CH2:30][CH2:31][CH2:32][CH2:33][CH2:34][CH2:35][CH3:36])[C:26](O)=[O:27]>>[OH:24][CH:25]([CH2:29][CH2:30][CH2:31][CH2:32][CH2:33][CH2:34][CH2:35][CH3:36])[C:26]([N:1]1[CH2:6][CH2:5][C:4]([C:7]2[CH:12]=[CH:11][C:10]([N:13]3[CH2:17][C@H:16]([CH2:18][NH:19][C:20](=[O:22])[CH3:21])[O:15][C:14]3=[O:23])=[CH:9][CH:8]=2)=[CH:3][CH2:2]1)=[O:27]. Procedure: Using an analogous procedure to that described in Example 20, the TFA salt of Example 2 was reacted with 2-hydroxydecanoic acid in place of N-acetylglycine, to give the title compound. Yield=252 mg, 65%.